From a dataset of the Open Reaction Database (ORD), a public repository of structured organic reaction records. describe an organic reaction: reactants, conditions, products, and yield Product: OCC1CC(=NO1)C1=CC=C(S1)C1=CC=C(C=C1)N1C(O[C@H](C1)CN1N=NC=C1)=O ((5R)-3-(4-{5-[5-(Hydroxymethyl)-4,5-dihydroisoxazol-3-yl]thien-2-yl}phenyl)-5-(1H-1,2,3-triazol-1-ylmethyl)-1,3-oxazolidin-2-one). Reported procedure: (5R)-3-(4-Iodophenyl)-5-(1H-1,2,3-triazol-1-ylmethyl)-1,3-oxazolidin-2-one (214 mg, 0.58 mM), {3-[5-(trimethylstannyl)thien-2-yl]-4,5-dihydroisoxazol-5-yl}methanol (200 mg, 0.58 mM), tris(dibenzylideneacetone)dipalladium (0)-chloroform adduct (60 mg, 0.058 mM) and tri-2-furylphosphine (27 mg, 0.116 mM) were placed in a flask. The solids were degassed and placed under nitrogen. Anhydrous dioxane (5 ml) was added and the suspension was heated at 90° C. for 16 hours. The reaction mixture was cooled... The yield is 40.7%. Reagents/catalysts: C1=CC=C(C=C1)/C=C/C(=O)/C=C/C2=CC=CC=C2.C1=CC=C(C=C1)/C=C/C(=O)/C=C/C2=CC=CC=C2.C1=CC=C(C=C1)/C=C/C(=O)/C=C/C2=CC=CC=C2.C(Cl)(Cl)Cl.[Pd].[Pd] (tris(dibenzylideneacetone)dipalladium (0)-chloroform adduct). Reaction SMILES: I[C:2]1[CH:7]=[CH:6][C:5]([N:8]2[CH2:12][C@H:11]([CH2:13][N:14]3[CH:18]=[CH:17][N:16]=[N:15]3)[O:10][C:9]2=[O:19])=[CH:4][CH:3]=1.C[Sn](C)(C)[C:22]1[S:26][C:25]([C:27]2[CH2:31][CH:30]([CH2:32][OH:33])[O:29][N:28]=2)=[CH:24][CH:23]=1.O1C=CC=C1P(C1OC=CC=1)C1OC=CC=1>C1C=CC(/C=C/C(/C=C/C2C=CC=CC=2)=O)=CC=1.C1C=CC(/C=C/C(/C=C/C2C=CC=CC=2)=O)=CC=1.C1C=CC(/C=C/C(/C=C/C2C=CC=CC=2)=O)=CC=1.C(Cl)(Cl)Cl.[Pd].[Pd]>[OH:33][CH2:32][CH:30]1[O:29][N:28]=[C:27]([C:25]2[S:26][C:22]([C:2]3[CH:7]=[CH:6][C:5]([N:8]4[CH2:12][C@H:11]([CH2:13][N:14]5[CH:18]=[CH:17][N:16]=[N:15]5)[O:10][C:9]4=[O:19])=[CH:4][CH:3]=3)=[CH:23][CH:24]=2)[CH2:31]1 |f:3.4.5.6.7.8|. Run at temperature 90 celsius. Starting materials: IC1=CC=C(C=C1)N1C(O[C@H](C1)CN1N=NC=C1)=O ((5R)-3-(4-Iodophenyl)-5-(1H-1,2,3-triazol-1-ylmethyl)-1,3-oxazolidin-2-one), C[Sn](C1=CC=C(S1)C1=NOC(C1)CO)(C)C ({3-[5-(trimethylstannyl)thien-2-yl]-4,5-dihydroisoxazol-5-yl}methanol), O1C(=CC=C1)P(C=1OC=CC1)C=1OC=CC1 (tri-2-furylphosphine). The reactants are C(C)OC(=O)C1(CCN(CC1)S(=O)(=O)C1=C(C=CC=C1)Cl)CCOC (1-(2-chloro-benzenesulfonyl)-4-(2-methoxy-ethyl)-piperidine-4-carboxylic acid ethyl ester), [Cl-].C[Al+]C (dimethylaluminium chloride), C(C)C1=CC=C(C=N1)N (6-Ethyl-pyridin-3-ylamine). The solvent is CCCCCCC (heptane). Product: ClC1=C(C=CC=C1)S(=O)(=O)N1CCC2(CCN(C2=O)C=2C=NC(=CC2)CC)CC1 (8-(2-Chloro-benzenesulfonyl)-2-(6-ethyl-pyridin-3-yl)-2,8-diaza-spiro[4.5]decan-1-one). Reaction SMILES: C([O:3][C:4]([C:6]1([CH2:22][CH2:23]OC)[CH2:11][CH2:10][N:9]([S:12]([C:15]2[CH:20]=[CH:19][CH:18]=[CH:17][C:16]=2[Cl:21])(=[O:14])=[O:13])[CH2:8][CH2:7]1)=O)C.[Cl-].C[Al+]C.[CH2:30]([C:32]1[N:37]=[CH:36][C:35]([NH2:38])=[CH:34][CH:33]=1)[CH3:31]>CCCCCCC>[Cl:21][C:16]1[CH:17]=[CH:18][CH:19]=[CH:20][C:15]=1[S:12]([N:9]1[CH2:10][CH2:11][C:6]2([C:4](=[O:3])[N:38]([C:35]3[CH:36]=[N:37][C:32]([CH2:30][CH3:31])=[CH:33][CH:34]=3)[CH2:23][CH2:22]2)[CH2:7][CH2:8]1)(=[O:13])=[O:14] |f:1.2|. Reported procedure: This material was prepared in analogy to example 1 step D) from 1-(2-chloro-benzenesulfonyl)-4-(2-methoxy-ethyl)-piperidine-4-carboxylic acid ethyl ester, dimethylaluminium chloride in heptane and 6-Ethyl-pyridin-3-ylamine. MS (ESI): 434.3 (MH+). The reactants are NCCOCCOCCOCCOCCOCC(=O)OC(C)C (Isopropyl 17-amino-3,6,9,12,15-pentaoxahepta-decanoate), Cl (hydrochloric acid). Solvent: [OH-].[Na+] (sodium hydroxide). Conditions: time 30 minute. The product is NCCOCCOCCOCCOCCOCC(=O)O (17-amino-3,6,9,12,15-pentaoxa-heptadecanoic acid). As a reaction SMILES: [NH2:1][CH2:2][CH2:3][O:4][CH2:5][CH2:6][O:7][CH2:8][CH2:9][O:10][CH2:11][CH2:12][O:13][CH2:14][CH2:15][O:16][CH2:17][C:18]([O:20]C(C)C)=[O:19].Cl>[OH-].[Na+]>[NH2:1][CH2:2][CH2:3][O:4][CH2:5][CH2:6][O:7][CH2:8][CH2:9][O:10][CH2:11][CH2:12][O:13][CH2:14][CH2:15][O:16][CH2:17][C:18]([OH:20])=[O:19] |f:2.3|. Procedure details: Isopropyl 17-amino-3,6,9,12,15-pentaoxahepta-decanoate (see part I of the experimental part) (1.1 g, 3.2 mmole) was dissolved in 3 ml of 1M sodium hydroxide solution and left at room temperature for 30 min. 1.5 ml of 6M hydrochloric acid was added and the mixture was evaporated to dryness. The residue was taken up in dichloromethane and filtered to give 545 mg of 17-amino-3,6,9,12,15-pentaoxa-heptadecanoic acid after evaporation of the solvent. 460 mg (1,39 mmoles) of this compound were dissolve... The reactants are COC=1C=CC=2C[C@@H]3[C@@]4(C=CC(C[C@@]4(C2C1)CCN3C)=O)OC (7,8-Didehydro-3,14-dimethoxy-17-methylmorphinan-6-one), [H][H] (hydrogen), O (water), C([O-])(O)=O.[K+] (potassium bicarbonate). Reagents/catalysts: [Pd] (Pd/C). The solvent is C(C)(=O)O (acetic acid). The product is COC=1C=CC=2C[C@@H]3[C@@]4(CCC(C[C@@]4(C2C1)CCN3C)=O)OC (3,14-Dimethoxy-17-methylmorphinan-6-one). Reaction SMILES: [CH3:1][O:2][C:3]1[CH:4]=[CH:5][C:6]2[CH2:7][C@H:8]3[N:19]([CH3:20])[CH2:18][CH2:17][C@@:14]4([C:15]=2[CH:16]=1)[C@@:9]3([O:22][CH3:23])[CH:10]=[CH:11][C:12](=[O:21])[CH2:13]4.[H][H].O.C(=O)(O)[O-].[K+]>C(O)(=O)C.[Pd]>[CH3:1][O:2][C:3]1[CH:4]=[CH:5][C:6]2[CH2:7][C@H:8]3[N:19]([CH3:20])[CH2:18][CH2:17][C@@:14]4([C:15]=2[CH:16]=1)[C@@:9]3([O:22][CH3:23])[CH2:10][CH2:11][C:12](=[O:21])[CH2:13]4 |f:3.4|. Procedure: A solution of 7,8-didehydro-3,14-dimethoxy-17-methylmorphinan-6-one (3) (4.30 g, 13.72 mmol) in acetic acid (80 ml) was hydrogenated over 1.72 g of Pd/C (10%) at 3 atmospheres pressure until the hydrogen uptake was complete. The mixture was filtered through Celite and the solution concentrated under reduced pressure to give a clear oil. This oil was treated with water (100 ml) and potassium bicarbonate was added until the solution became basic. The mixture was extracted with methylene chloride (... Starting materials: COC(CNC(=O)OCC=C)=O (N-(allyloxycarbonyl)glycine methyl ester), CC(=O)C1=CC=C(C=C1)N=C=O (4isocyanatoacetophenone), Cl.NO (hydroxylamine hydrochloride), C(OC)(OC)OC (trimethyl orthoformate). Procedure details: A solution of 0.02 mol N-(allyloxycarbonyl)glycine methyl ester in 40 mL of THF is added dropwise to a solution of 0.02 mol of 4isocyanatoacetophenone and 5 mL of pyridine in 40 mL of THF, and the reaction mixture is stirred for 3 hours. The solvent is then removed by rotary evaporator. The residue is dispersed in 50 mL of CH3OH, and 0.022 mol of hydroxylamine hydrochloride and 0.06 mol of trimethyl orthoformate are added. The reaction mixture is heated to reflux for 1 hour. The solvent is remov... Yields the product ON=C(C)C1=CC=C(C=C1)NC(=O)N(CC(=O)OC)C(=O)OCC=C (N-[4-(1-hydroxyiminoethyl)phenyl]-N'-allyloxycarbonyl-N'methoxycarbonylmethylurea). RXN SMILES: [CH3:1][O:2][C:3](=[O:12])[CH2:4][NH:5][C:6]([O:8][CH2:9][CH:10]=[CH2:11])=[O:7].[CH3:13][C:14]([C:16]1[CH:21]=[CH:20][C:19]([N:22]=[C:23]=[O:24])=[CH:18][CH:17]=1)=O.Cl.[NH2:26][OH:27].C(OC)(OC)OC>C1COCC1.N1C=CC=CC=1>[OH:27][N:26]=[C:14]([C:16]1[CH:21]=[CH:20][C:19]([NH:22][C:23]([N:5]([C:6]([O:8][CH2:9][CH:10]=[CH2:11])=[O:7])[CH2:4][C:3]([O:2][CH3:1])=[O:12])=[O:24])=[CH:18][CH:17]=1)[CH3:13] |f:2.3|. Conditions: time 3 hour. Solvent: C1CCOC1 (THF), C1CCOC1 (THF), N1=CC=CC=C1 (pyridine). Starting materials: CC1(CCC(=O)O)OCCO1, CN1CCOCC1, CCN=C=NCCCN(C)C, ClCCl, Cl, O=C1CCC(=O)N1O. The product is CC1(CCC(=O)ON2C(=O)CCC2=O)OCCO1. As a reaction SMILES: [CH3:1][C:2]1([CH2:7][CH2:8][C:9](=[O:10])[OH:11])[O:3][CH2:4][CH2:5][O:6]1.[CH3:20][N:21]1[CH2:22][CH2:23][O:24][CH2:25][CH2:26]1.[CH3:28][N:29]([CH3:30])[CH2:31][CH2:32][CH2:33][N:34]=[C:35]=[N:36][CH2:37][CH3:38].[Cl:39][CH2:40][Cl:41].[ClH:27].[OH:12][N:13]1[C:14](=[O:19])[CH2:15][CH2:16][C:17]1=[O:18]>>[CH3:1][C:2]1([CH2:7][CH2:8][C:9](=[O:10])[O:11][N:13]2[C:14](=[O:19])[CH2:15][CH2:16][C:17]2=[O:18])[O:3][CH2:4][CH2:5][O:6]1. Reactants: CC1=C(C(=O)OCCC#N)C(c2ccc([N+](=O)[O-])cc2)C(C(=O)OCc2ccccc2)=C(C)N1, ClC(Cl)Cl. The product is CC1=C(C(=O)O)C(c2ccc([N+](=O)[O-])cc2)C(C(=O)OCCC#N)=C(C)N1. RXN SMILES: [CH2:1]([c:2]1[cH:3][cH:4][cH:5][cH:6][cH:7]1)[O:8][C:9](=[O:10])[C:11]1=[C:12]([CH3:34])[NH:13][C:14]([CH3:33])=[C:15]([C:26](=[O:27])[O:28][CH2:29][CH2:30][C:31]#[N:32])[CH:16]1[c:17]1[cH:18][cH:19][c:20]([N+:23](=[O:24])[O-:25])[cH:21][cH:22]1.[Cl:35][CH:36]([Cl:37])[Cl:38]>>[O:8]=[C:9]([OH:10])[C:11]1=[C:12]([CH3:34])[NH:13][C:14]([CH3:33])=[C:15]([C:26](=[O:27])[O:28][CH2:29][CH2:30][C:31]#[N:32])[CH:16]1[c:17]1[cH:18][cH:19][c:20]([N+:23](=[O:24])[O-:25])[cH:21][cH:22]1.